Dataset: the Open Reaction Database (ORD), a public repository of structured organic reaction records. Task: describe an organic reaction: reactants, conditions, products, and yield The reactants are N-acyl-L-proline, solution, N-choloracetyl-N-methyl-L-alanine, C(C)(=O)N1[C@H](C(=O)O)CCC1 (N-acetyl-L-proline), Cl (HCl), Cl (HCl). The product is ClCC(=O)N([C@@H](C)C(=O)O)C (N-chloroacetyl-N-methyl-L-alanine). As a reaction SMILES: [ClH:1].[C:2]([N:5]1[CH2:12]C[CH2:10][C@H:6]1[C:7]([OH:9])=[O:8])(=[O:4])[CH3:3]>>[Cl:1][CH2:3][C:2]([N:5]([CH3:12])[C@H:6]([C:7]([OH:9])=[O:8])[CH3:10])=[O:4]. Reported procedure: 1 ml of a 30 mM solution of N-choloracetyl-N-methyl-L-alanine in 0.1M tris-HC1, pH 7.0 was introduced into a reaction container thermostatted to 30° C. and mixed with 1.99 ml 0.1M tris --HCl pH 7.0. The reaction was started by adding 0.01 ml N-acyl-L-proline acylase from Comamonas TESTOSTERONI DSM 5416 corresponding to 0.23 units and 0.2 μg protein. 1 unit is defined as the amount of enzyme which converts 1 μmole of N-acetyl-L-proline per minute at 30° C. and pH 7.0. Specimens were taken at vari...